The task is: describe an organic reaction: reactants, conditions, products, and yield. This data is from the Open Reaction Database (ORD), a public repository of structured organic reaction records. The product is BrC1=CC=C2CCC(C2=C1)(O)C1=CC=C(C=C1)OC (6-bromo-1-(4-methoxyphenyl)indan-1-ol). As a reaction SMILES: [CH3:1][O:2][C:3]1[CH:8]=[CH:7][C:6]([Mg]Br)=[CH:5][CH:4]=1.[Br:11][C:12]1[CH:20]=[C:19]2[C:15]([CH2:16][CH2:17][C:18]2=[O:21])=[CH:14][CH:13]=1.[Cl-].[NH4+]>O1CCCC1>[Br:11][C:12]1[CH:20]=[C:19]2[C:15]([CH2:16][CH2:17][C:18]2([C:6]2[CH:7]=[CH:8][C:3]([O:2][CH3:1])=[CH:4][CH:5]=2)[OH:21])=[CH:14][CH:13]=1 |f:2.3|. Starting materials: [Cl-].[NH4+] (ammonium chloride), solution, COC1=CC=C(C=C1)[Mg]Br (4-methoxyphenylmagnesium bromide), BrC1=CC=C2CCC(C2=C1)=O (6-bromo-1-indanone). The solvent is O1CCCC1 (tetrahydrofuran), O1CCCC1 (tetrahydrofuran). Procedure details: 6.4 ml (6.4 mmol) of a solution of 4-methoxyphenylmagnesium bromide in tetrahydrofuran (1M soln) are added dropwise to a solution of 0.9 g (4.26 mmol) of 6-bromo-1-indanone in 10 ml of absolute tetrahydrofuran under nitrogen at −20° C. The reaction solution is subsequently warmed to room temperature over the course of 12 hours, then 45 ml of 10% ammonium chloride solution are added, and finally the mixture is extracted twice with 20 ml of methylene chloride each time. After the combined organic ...